This data is from the Open Reaction Database (ORD), a public repository of structured organic reaction records. The task is: describe an organic reaction: reactants, conditions, products, and yield Reactants: NC=1C=C2CC(NC2=CC1)=O (5-amino-1,3-dihydro-indol-2-one), Cl.C(C1=CC=CC=C1)C1CCN(CC1)C(C(=O)O)C (2-(4-benzyl-piperidin-1-yl)-propionic acid hydrochloride). The solvent is C(C)OCC (diethylether). Product: C(C1=CC=CC=C1)C1CCN(CC1)C(C(=O)NC=1C=C2CC(NC2=CC1)=O)C (2-(4-Benzyl-piperidin-1-yl)-N-(2-oxo-2,3-dihydro-1H-indol-5-yl)-propionamide). Reaction SMILES: [NH2:1][C:2]1[CH:3]=[C:4]2[C:8](=[CH:9][CH:10]=1)[NH:7][C:6](=[O:11])[CH2:5]2.Cl.[CH2:13]([CH:20]1[CH2:25][CH2:24][N:23]([CH:26]([CH3:30])[C:27](O)=[O:28])[CH2:22][CH2:21]1)[C:14]1[CH:19]=[CH:18][CH:17]=[CH:16][CH:15]=1>C(OCC)C>[CH2:13]([CH:20]1[CH2:21][CH2:22][N:23]([CH:26]([CH3:30])[C:27]([NH:1][C:2]2[CH:3]=[C:4]3[C:8](=[CH:9][CH:10]=2)[NH:7][C:6](=[O:11])[CH2:5]3)=[O:28])[CH2:24][CH2:25]1)[C:14]1[CH:19]=[CH:18][CH:17]=[CH:16][CH:15]=1 |f:1.2|. Procedure details: The title compound is prepared from 5-amino-1,3-dihydro-indol-2-one and 2-(4-benzyl-piperidin-1-yl)-propionic acid hydrochloride (Example 161b) according to the method described in Example 161c. Melting Point: 153-155° C. (diethylether).